From a dataset of the Open Reaction Database (ORD), a public repository of structured organic reaction records. describe an organic reaction: reactants, conditions, products, and yield Reactants: ClC1=CC(NC2=C(C(=C(C=C12)F)F)F)=O (4-Chloro-6,7,8-trifluorocarbostyril). The solvent is C(C)(=O)O (acetic acid). Conditions: temperature 40 celsius. Yields the product FC=1C=C2C=CC(NC2=C(C1F)F)=O (6,7,8-Trifluorocarbostyril). The yield is 93.2%. Reaction SMILES: Cl[C:2]1[C:11]2[C:6](=[C:7]([F:14])[C:8]([F:13])=[C:9]([F:12])[CH:10]=2)[NH:5][C:4](=[O:15])[CH:3]=1>C(O)(=O)C>[F:12][C:9]1[CH:10]=[C:11]2[C:6](=[C:7]([F:14])[C:8]=1[F:13])[NH:5][C:4](=[O:15])[CH:3]=[CH:2]2. Reported procedure: 4-Chloro-6,7,8-trifluorocarbostyril (60.83 g), suspended in acetic acid (520 cc) and triethylamine (38.15 cc), is hydrogenated under a pressure of 1 atmosphere at a temperature in the region of 25° C. in the presence of palladium on charcoal (5.25 g; 10% Pd) until the absorption of hydrogen is complete. The reaction mixture is then heated to approximately 40° C. and filtered at the same temperature through diatomaceous silica for filtration. The filtrate is concentrated under reduced pressure (2...